This data is from the Open Reaction Database (ORD), a public repository of structured organic reaction records. The task is: describe an organic reaction: reactants, conditions, products, and yield Reaction SMILES: [CH2:1]1[C:10]2[C:5](=[CH:6][CH:7]=[CH:8][CH:9]=2)[CH2:4][CH2:3][C:2]1=[O:11].[CH:12]([O-])([O-])OC.O.C1(C)C=CC(S(O)(=O)=O)=CC=1>C1C=CC=CC=1>[CH3:12][O:11][C:2]1[CH2:3][CH2:4][C:5]2[C:10]([CH:1]=1)=[CH:9][CH:8]=[CH:7][CH:6]=2 |f:2.3|. The yield is 75.0%. Procedure details: A mixture of 1.4 g of 2-tetralone, 1.5 mL of methyl orthoformate, and a few crystals of para-toluenesulfonic acid monohydrate in 75 mL of benzene was stirred for 22 hours and then evaporated in vacuo. The residue was chromatographed on Florisil® eluting with hexane/ethyl ether to provide 1.15 g (75%) of the desired title intermediate. NMR. Run in C1=CC=CC=C1 (benzene). Product: COC=1CCC2=CC=CC=C2C1 (3-Methoxy-1,2-dihydronaphthalene). Starting materials: C1C(CCC2=CC=CC=C12)=O (2-tetralone), C(OC)([O-])[O-] (methyl orthoformate), O.C1(=CC=C(C=C1)S(=O)(=O)O)C (para-toluenesulfonic acid monohydrate). Starting materials: C(C)(C)N1C2=C(CCCC1=O)C=C(C=C2)[N+](=O)[O-] (1-isopropyl-7-nitro-1,3,4,5-tetrahydro-benzo[b]azepin-2-one), ClC1=NC=C(C(=N1)NC1=C(C=C(C=C1)N1CCN(CC1)C)OC)Cl ((2,5-Dichloro-pyrimidin-4-yl)-[2-methoxy-4-(4-methyl-piperazin-1-yl)-phenyl]-amine). The product is ClC=1C(=NC(=NC1)NC1=CC2=C(N(C(CCC2)=O)C(C)C)C=C1)NC1=C(C=C(C=C1)N1CCN(CC1)C)OC (7-{5-Chloro-4-[2-methoxy-4-(4-methyl-piperazin-1-yl)-phenylamino]-pyrimidin-2-ylamino}-1-isopropyl-1,3,4,5-tetrahydro-benzo[b]azepin-2-one). Yield: 42.0%. As a reaction SMILES: [CH:1]([N:4]1[C:10](=[O:11])[CH2:9][CH2:8][CH2:7][C:6]2[CH:12]=[C:13]([N+:16]([O-])=O)[CH:14]=[CH:15][C:5]1=2)([CH3:3])[CH3:2].Cl[C:20]1[N:25]=[C:24]([NH:26][C:27]2[CH:32]=[CH:31][C:30]([N:33]3[CH2:38][CH2:37][N:36]([CH3:39])[CH2:35][CH2:34]3)=[CH:29][C:28]=2[O:40][CH3:41])[C:23]([Cl:42])=[CH:22][N:21]=1>>[Cl:42][C:23]1[C:24]([NH:26][C:27]2[CH:32]=[CH:31][C:30]([N:33]3[CH2:38][CH2:37][N:36]([CH3:39])[CH2:35][CH2:34]3)=[CH:29][C:28]=2[O:40][CH3:41])=[N:25][C:20]([NH:16][C:13]2[CH:14]=[CH:15][C:5]3[N:4]([CH:1]([CH3:3])[CH3:2])[C:10](=[O:11])[CH2:9][CH2:8][CH2:7][C:6]=3[CH:12]=2)=[N:21][CH:22]=1. Reported procedure: In an analogous procedure to Example 651, part c, 1-isopropyl-7-nitro-1,3,4,5-tetrahydro-benzo[b]azepin-2-one was combined with (2,5-Dichloro-pyrimidin-4-yl)-[2-methoxy-4-(4-methyl-piperazin-1-yl)-phenyl]-amine to yield 7-{5-Chloro-4-[2-methoxy-4-(4-methyl-piperazin-1-yl)-phenylamino]-pyrimidin-2-ylamino}-1-isopropyl-1,3,4,5-tetrahydro-benzo[b]azepin-2-one (39.63 mg, 42% yield) as a beige oil. 1H-NMR (CDCl3) δ 8.12 (d, J=8.9 Hz, 1H), 8.02 (s, 1H), 7.50 (d, J=9.5 Hz, 1H), 7.35 (d, J=8.6 Hz, 1H), ... Starting materials: COC(=O)c1ccc(CN)cc1, CN(C)S(=O)(=O)Cl, CN(C)c1ccncc1, CCN(C(C)C)C(C)C, ClCCl. The product is COC(=O)c1ccc(CNS(=O)(=O)N(C)C)cc1. Reaction SMILES: [CH3:1][O:2][C:3]([c:4]1[cH:5][cH:6][c:7]([CH2:10][NH2:11])[cH:8][cH:9]1)=[O:12].[CH3:22][N:23]([S:24](=[O:25])(=[O:26])[Cl:27])[CH3:28].[CH3:32][N:33]([c:34]1[cH:35][cH:36][n:37][cH:38][cH:39]1)[CH3:40].[CH:13]([N:14]([CH2:15][CH3:16])[CH:17]([CH3:18])[CH3:19])([CH3:20])[CH3:21].[Cl:29][CH2:30][Cl:31]>>[CH3:1][O:2][C:3]([c:4]1[cH:5][cH:6][c:7]([CH2:10][NH:11][S:24]([N:23]([CH3:22])[CH3:28])(=[O:25])=[O:26])[cH:8][cH:9]1)=[O:12]. The reactants are CO, O=C[O-], [NH4+], CCOC(=O)C1CN(C(=O)OC(C)(C)C)CCC1NC(C)c1ccccc1. Yields the product CCOC(=O)C1CN(C(=O)OC(C)(C)C)CCC1N. RXN SMILES: [CH3:32][OH:33].[CH:28]([O-:29])=[O:30].[NH4+:31].[c:1]1([CH:2]([CH3:3])[NH:9][CH:10]2[CH:11]([C:23](=[O:24])[O:25][CH2:26][CH3:27])[CH2:12][N:13]([C:16](=[O:17])[O:18][C:19]([CH3:20])([CH3:21])[CH3:22])[CH2:14][CH2:15]2)[cH:4][cH:5][cH:6][cH:7][cH:8]1>>[NH2:9][CH:10]1[CH:11]([C:23](=[O:24])[O:25][CH2:26][CH3:27])[CH2:12][N:13]([C:16](=[O:17])[O:18][C:19]([CH3:20])([CH3:21])[CH3:22])[CH2:14][CH2:15]1. Starting materials: C(C1=CC=CC=C1)OC(=O)N1CCC(CC1)\C=C\C1=C(C=CC=C1)OCC1CCCCC1 (1-(benzyloxycarbonyl)-4-[(E)-2-[(2-cyclohexylmethyloxy)phenyl]-1-ethenyl]piperidine). Reagents/catalysts: [C].[Pd] (palladium-carbon). The solvent is C(C)O (ethanol). Run at time 8 hour. Product: C1(CCCCC1)COC1=C(C=CC=C1)CCC1CCNCC1 (4-[2-[2-(Cyclohexylmethyloxy)phenyl]ethyl]piperidine). The yield is 98.4%. As a reaction SMILES: C(OC([N:11]1[CH2:16][CH2:15][CH:14](/[CH:17]=[CH:18]/[C:19]2[CH:24]=[CH:23][CH:22]=[CH:21][C:20]=2[O:25][CH2:26][CH:27]2[CH2:32][CH2:31][CH2:30][CH2:29][CH2:28]2)[CH2:13][CH2:12]1)=O)C1C=CC=CC=1>C(O)C.[C].[Pd]>[CH:27]1([CH2:26][O:25][C:20]2[CH:21]=[CH:22][CH:23]=[CH:24][C:19]=2[CH2:18][CH2:17][CH:14]2[CH2:15][CH2:16][NH:11][CH2:12][CH2:13]2)[CH2:28][CH2:29][CH2:30][CH2:31][CH2:32]1 |f:2.3|. Procedure details: 554 mg of 1-(benzyloxycarbonyl)-4-[(E)-2-[(2-cyclohexylmethyloxy)phenyl]-1-ethenyl]piperidine was dissolved in 10 ml of ethanol, 250 mg of 10% palladium-carbon powder (water-containing product) was added thereto, and the mixture was stirred at room temperature under normal pressure overnight under a hydrogen atmosphere. The reaction solution was filtered and the filtrate was evaporated, to give 379 mg of the title compound as a colorless oil. Reactants: C(C)OC(CC1=CC=C(C=C1)C=1OC(=C(N1)COC1=NOC(=C1)C(=O)OC)C)=O (methyl 3-({2-[4-(2-ethoxy-2-oxoethyl)phenyl]-5-methyl-1,3-oxazol-4-yl}methoxy)isoxazole-5-carboxylate), [BH4-].[Na+] (sodium borohydride), O (water). Run in CO (methanol). Conditions: time 16 hour. Product: OCC1=CC(=NO1)OCC=1N=C(OC1C)C1=CC=C(C=C1)CC(=O)OCC (ethyl (4-[4-({[5-(hydroxymethyl)isoxazol-3-yl]oxy}methyl)-5-methyl-1,3-oxazol-2-yl]phenyl)acetate). Isolated yield 50.6%. As a reaction SMILES: [CH2:1]([O:3][C:4](=[O:29])[CH2:5][C:6]1[CH:11]=[CH:10][C:9]([C:12]2[O:13][C:14]([CH3:28])=[C:15]([CH2:17][O:18][C:19]3[CH:23]=[C:22]([C:24](OC)=[O:25])[O:21][N:20]=3)[N:16]=2)=[CH:8][CH:7]=1)[CH3:2].[BH4-].[Na+].O>CO>[OH:25][CH2:24][C:22]1[O:21][N:20]=[C:19]([O:18][CH2:17][C:15]2[N:16]=[C:12]([C:9]3[CH:10]=[CH:11][C:6]([CH2:5][C:4]([O:3][CH2:1][CH3:2])=[O:29])=[CH:7][CH:8]=3)[O:13][C:14]=2[CH3:28])[CH:23]=1 |f:1.2|. Procedure: To a solution of methyl 3-({2-[4-(2-ethoxy-2-oxoethyl)phenyl]-5-methyl-1,3-oxazol-4-yl}methoxy)isoxazole-5-carboxylate (2.02 g) in methanol (25 mL) was gradually added sodium borohydride (250 mg) at 0° C. After stirring at room temperature for 16 hrs, water was added to the reaction mixture, and the mixture was extracted with ethyl acetate. The organic layer was washed with saturated brine, dried over anhydrous magnesium sulfate and concentrated. The residue was subjected to silica gel column ch... The reactants are ClC1=CC(=C(C=N1)C(CO)O)C=1NC2=CC=CC(=C2C1)F (1-(6-chloro-4-(4-fluoro-1H-indol-2-yl)pyridin-3-yl)ethane-1,2-diol), NaIO4, [O-]S(=O)[O-].[Na+].[Na+] (Na2SO3), O (water). The solvent is C1CCOC1.O (THF H2O). Reaction conditions: time 2 hour. Yields the product ClC1=NC=C(C=O)C(=C1)C=1NC2=CC=CC(=C2C1)F (6-chloro-4-(4-fluoro-1H-indol-2-yl)nicotinaldehyde). Isolated yield 82.1%. As a reaction SMILES: [Cl:1][C:2]1[N:7]=[CH:6][C:5]([CH:8]([OH:11])CO)=[C:4]([C:12]2[NH:13][C:14]3[C:19]([CH:20]=2)=[C:18]([F:21])[CH:17]=[CH:16][CH:15]=3)[CH:3]=1.[O-]S([O-])=O.[Na+].[Na+].O>C1COCC1.O>[Cl:1][C:2]1[CH:3]=[C:4]([C:12]2[NH:13][C:14]3[C:19]([CH:20]=2)=[C:18]([F:21])[CH:17]=[CH:16][CH:15]=3)[C:5]([CH:8]=[O:11])=[CH:6][N:7]=1 |f:1.2.3,5.6|. Procedure details: To a solution of 1-(6-chloro-4-(4-fluoro-1H-indol-2-yl)pyridin-3-yl)ethane-1,2-diol (1.9 g, 6.21 mmol) in THF—H2O (26 mL-13 mL), NaIO4 (1.94 g, 9.31 mmol) was added, the reaction mixture was stirred at room temperature for 2 hours. Then Na2SO3 and water were added and the mixture was stirred at room temperature for 30 min. The mixture was extracted with EA. The organic layer was washed with brine, dried over Na2SO4 and concentrated. The residue was purified by column chromatography (DCM:MeOH=20:... Reactants: NC(=O)c1ccc(N2CCCC(NC(=O)NCCCl)C2)nc1Nc1ccc(C(=O)N2CCOCC2)cc1, [H-], [Na+], CN(C)C=O. Yields the product NC(=O)c1ccc(N2CCCC(N3CCNC3=O)C2)nc1Nc1ccc(C(=O)N2CCOCC2)cc1. RXN SMILES: [Cl:1][CH2:2][CH2:3][NH:4][C:5]([NH:6][CH:7]1[CH2:8][N:9]([c:13]2[n:14][c:15]([NH:22][c:23]3[cH:24][cH:25][c:26]([C:29](=[O:30])[N:31]4[CH2:32][CH2:33][O:34][CH2:35][CH2:36]4)[cH:27][cH:28]3)[c:16]([C:17](=[O:18])[NH2:19])[cH:20][cH:21]2)[CH2:10][CH2:11][CH2:12]1)=[O:37].[H-:39].[Na+:38].[O:40]=[CH:41][N:42]([CH3:43])[CH3:44]>>[CH2:2]1[CH2:3][NH:4][C:5](=[O:37])[N:6]1[CH:7]1[CH2:8][N:9]([c:13]2[n:14][c:15]([NH:22][c:23]3[cH:24][cH:25][c:26]([C:29](=[O:30])[N:31]4[CH2:32][CH2:33][O:34][CH2:35][CH2:36]4)[cH:27][cH:28]3)[c:16]([C:17](=[O:18])[NH2:19])[cH:20][cH:21]2)[CH2:10][CH2:11][CH2:12]1.